Dataset: the Open Reaction Database (ORD), a public repository of structured organic reaction records. Task: describe an organic reaction: reactants, conditions, products, and yield The reactants are ice, [OH-].[Na+] (sodium hydroxide), BrBr (Bromine), FC(C1=CC=C(C=C1)S(=O)(=O)N1C=CC=C1)(F)F (1-(4-(Trifluoromethyl)phenylsulfonyl)-1H-pyrrole). Solvent: C(C)(=O)O (acetic acid), C(Cl)Cl (CH2Cl2). Reaction conditions: temperature 100 celsius. The product is BrC1=CN(C=C1)S(=O)(=O)C1=CC=C(C=C1)C(F)(F)F (3-Bromo-1-(4-(trifluoromethyl)phenylsulfonyl)-1H-pyrrole). The yield is 75.6%. RXN SMILES: [Br:1]Br.[F:3][C:4]([F:20])([F:19])[C:5]1[CH:10]=[CH:9][C:8]([S:11]([N:14]2[CH:18]=[CH:17][CH:16]=[CH:15]2)(=[O:13])=[O:12])=[CH:7][CH:6]=1.[OH-].[Na+]>C(O)(=O)C.C(Cl)Cl>[Br:1][C:16]1[CH:17]=[CH:18][N:14]([S:11]([C:8]2[CH:7]=[CH:6][C:5]([C:4]([F:3])([F:19])[F:20])=[CH:10][CH:9]=2)(=[O:13])=[O:12])[CH:15]=1 |f:2.3|. Procedure details: Bromine (4.12 mL, 80.1 mmol) was added to a solution of 1-(4-(trifluoromethyl)phenylsulfonyl)-1H-pyrrole (111) (21 g, 76.2 mmol) in acetic acid (254 mL) and the resulting solution was heated to 100° C. for 1 h. The mixture was diluted with CH2Cl2 and poured slowly into ice cold aqueous sodium hydroxide (3 N). The solution was adjusted to pH 7 with aqueous sodium hydroxide (3 N), extracted with CH2Cl2. The organic phase was separated, dried (Na2SO4), filtered and concentrated under vacuum and pur... Starting materials: C(C)(C)(C)C1=CC(=C(C=C1)C=1N([C@@H]([C@@H](N1)C1=CC=C(C=C1)C#C)C1=CC=C(C=C1)C#C)C(=O)Cl)OCC ((4S,5R)-2-(4-tert-butyl-2-ethoxy-phenyl)-4,5-bis-(4-ethynyl-phenyl)-4,5-dihydro-imidazole-1-carbonyl chloride), N1C(CNCC1)=O (2-piperazinone). The product is C(C)(C)(C)C1=CC(=C(C=C1)C=1N([C@@H]([C@@H](N1)C1=CC=C(C=C1)C#C)C1=CC=C(C=C1)C#C)C(=O)N1CC(NCC1)=O)OCC (4-[(4S,5R)-2-(4-tert-Butyl-2-ethoxy-phenyl)-4,5-bis-(4-ethynyl-phenyl)-4,5-dihydro-imidazole-1-carbonyl]-piperazin-2-one). RXN SMILES: [C:1]([C:5]1[CH:10]=[CH:9][C:8]([C:11]2[N:12]([C:32](Cl)=[O:33])[C@H:13]([C:24]3[CH:29]=[CH:28][C:27]([C:30]#[CH:31])=[CH:26][CH:25]=3)[C@H:14]([C:16]3[CH:21]=[CH:20][C:19]([C:22]#[CH:23])=[CH:18][CH:17]=3)[N:15]=2)=[C:7]([O:35][CH2:36][CH3:37])[CH:6]=1)([CH3:4])([CH3:3])[CH3:2].[NH:38]1[CH2:43][CH2:42][NH:41][CH2:40][C:39]1=[O:44]>>[C:1]([C:5]1[CH:10]=[CH:9][C:8]([C:11]2[N:12]([C:32]([N:41]3[CH2:42][CH2:43][NH:38][C:39](=[O:44])[CH2:40]3)=[O:33])[C@H:13]([C:24]3[CH:29]=[CH:28][C:27]([C:30]#[CH:31])=[CH:26][CH:25]=3)[C@H:14]([C:16]3[CH:21]=[CH:20][C:19]([C:22]#[CH:23])=[CH:18][CH:17]=3)[N:15]=2)=[C:7]([O:35][CH2:36][CH3:37])[CH:6]=1)([CH3:4])([CH3:3])[CH3:2]. Procedure details: 4-[(4S,5R)-2-(4-tert-Butyl-2-ethoxy-phenyl)-4,5-bis-(4-ethynyl-phenyl)-4,5-dihydro-imidazole-1-carbonyl]-piperazin-2-one was prepared from (4S,5R)-2-(4-tert-butyl-2-ethoxy-phenyl)-4,5-bis-(4-ethynyl-phenyl)-4,5-dihydro-imidazole-1-carbonyl chloride (example 12c) and 2-piperazinone (Avocado Organics) in an analogous manner as described in example 25. LR-MS: 573.5 [(M+H)+] The reactants are Cc1ccc2[nH]cc(C)c2c1, O=Cc1ccccc1, CC1(c2ccccc2)NC(=O)C=C1O. Product: Cc1ccc2[nH]c(C(C3=C(O)C(C)(c4ccccc4)NC3=O)c3ccccc3)c(C)c2c1. As a reaction SMILES: [CH3:23][c:24]1[cH:25][nH:26][c:27]2[cH:28][cH:29][c:30]([CH3:33])[cH:31][c:32]12.[CH:15](=[O:16])[c:17]1[cH:18][cH:19][cH:20][cH:21][cH:22]1.[OH:1][C:2]1=[CH:3][C:4](=[O:14])[NH:5][C:6]1([c:7]1[cH:8][cH:9][cH:10][cH:11][cH:12]1)[CH3:13]>>[OH:1][C:2]1=[C:3]([CH:15]([c:17]2[cH:18][cH:19][cH:20][cH:21][cH:22]2)[c:25]2[c:24]([CH3:23])[c:32]3[c:27]([nH:26]2)[cH:28][cH:29][c:30]([CH3:33])[cH:31]3)[C:4](=[O:14])[NH:5][C:6]1([c:7]1[cH:8][cH:9][cH:10][cH:11][cH:12]1)[CH3:13]. The reactants are CS(=O)(=O)C1=NN=C(S1)C=1C=C2C(=CN(C2=CC1)C(=O)OC(C)(C)C)C1=NC=CC(=N1)N1CCOCC1 (tert-butyl 5-(5-(methylsulfonyl)-1,3,4-thiadiazol-2-yl)-3-(4-morpholinopyrimidin-2-yl)-1H-indole-1-carboxylate), N (NH3), O (H2O). Solvent: CS(=O)C (DMSO). Reaction conditions: temperature 110 celsius. Yields the product O1CCN(CC1)C1=NC(=NC=C1)C1=CNC2=CC=C(C=C12)C1=NN=C(S1)N (5-(3-(4-morpholinopyrimidin-2-yl)-1H-indol-5-yl)-1,3,4-thiadiazol-2-amine). Yield: 5.0%. Reaction SMILES: CS([C:5]1[S:9][C:8]([C:10]2[CH:11]=[C:12]3[C:16](=[CH:17][CH:18]=2)[N:15](C(OC(C)(C)C)=O)[CH:14]=[C:13]3[C:26]2[N:31]=[C:30]([N:32]3[CH2:37][CH2:36][O:35][CH2:34][CH2:33]3)[CH:29]=[CH:28][N:27]=2)=[N:7][N:6]=1)(=O)=O.[NH3:38].O>CS(C)=O>[O:35]1[CH2:34][CH2:33][N:32]([C:30]2[CH:29]=[CH:28][N:27]=[C:26]([C:13]3[C:12]4[C:16](=[CH:17][CH:18]=[C:10]([C:8]5[S:9][C:5]([NH2:38])=[N:6][N:7]=5)[CH:11]=4)[NH:15][CH:14]=3)[N:31]=2)[CH2:37][CH2:36]1. Procedure details: A sealed tube was charged with tert-butyl 5-(5-(methylsulfonyl)-1,3,4-thiadiazol-2-yl)-3-(4-morpholinopyrimidin-2-yl)-1H-indole-1-carboxylate (1.7 g, 3.3 mmol) in DMSO (17 mL) saturated with NH3. The reaction was heated at 110° C. for 7 h, then the mixture was poured into H2O. The mixture was extracted with EtOAc and the combined organic layers were dried, filtered and concentrated. The residue was purified with silica gel chromatography to give 5-(3-(4-morpholinopyrimidin-2-yl)-1H-indol-5-yl)-1... The product is COc1cc2c(cc1C(C)(C)C)CCC2Cc1c[nH]cn1. Reaction SMILES: [CH3:24][C:25]([CH3:26])([CH3:27])[OH:28].[CH3:7][O:8][c:9]1[cH:10][cH:11][c:12]2[c:16]([cH:17]1)[CH:15]([CH2:18][c:19]1[n:20][cH:21][nH:22][cH:23]1)[CH2:14][CH2:13]2.[ClH:6].[Na+:30].[OH-:29].[OH2:31].[S:1](=[O:2])(=[O:3])([OH:4])[OH:5]>>[CH3:7][O:8][c:9]1[c:10]([C:25]([CH3:24])([CH3:26])[CH3:27])[cH:11][c:12]2[c:16]([cH:17]1)[CH:15]([CH2:18][c:19]1[n:20][cH:21][nH:22][cH:23]1)[CH2:14][CH2:13]2. Starting materials: CC(C)(C)O, COc1ccc2c(c1)C(Cc1c[nH]cn1)CC2, Cl, [Na+], [OH-], O, O=S(=O)(O)O. Reactants: COc1cc2c(nc1OC)c(-c1cc3c(C=O)ccnc3n1S(=O)(=O)c1ccc(C)cc1)cn2C, ClCCl, Cl, NO, O, c1ccncc1. Reaction SMILES: [CH3:1][O:2][c:3]1[c:4]([O:34][CH3:35])[cH:5][c:6]2[c:7]([n:8]1)[c:9](-[c:13]1[cH:14][c:15]3[c:16]([n:17][cH:18][cH:19][c:20]3[CH:21]=[O:22])[n:23]1[S:24](=[O:25])(=[O:26])[c:27]1[cH:28][cH:29][c:30]([CH3:33])[cH:31][cH:32]1)[cH:10][n:11]2[CH3:12].[Cl:46][CH2:47][Cl:48].[ClH:36].[NH2:37][OH:38].[OH2:45].[cH:39]1[cH:40][cH:41][n:42][cH:43][cH:44]1>>[CH3:1][O:2][c:3]1[c:4]([O:34][CH3:35])[cH:5][c:6]2[c:7]([n:8]1)[c:9](-[c:13]1[cH:14][c:15]3[c:16]([n:17][cH:18][cH:19][c:20]3[CH:21]=[N:37][OH:38])[n:23]1[S:24](=[O:25])(=[O:26])[c:27]1[cH:28][cH:29][c:30]([CH3:33])[cH:31][cH:32]1)[cH:10][n:11]2[CH3:12]. The product is COc1cc2c(nc1OC)c(-c1cc3c(C=NO)ccnc3n1S(=O)(=O)c1ccc(C)cc1)cn2C. Starting materials: ClC1=CC=C2C(C(NC2=C1)=O)(C1=CC(=CC=C1)OC)O (rac-6-chloro-3-hydroxy-3-(3-methoxy-phenyl)-1,3-dihydro-indol-2-one), C(C)[SiH](CC)CC (triethylsilane), C([O-])([O-])=O.[Na+].[Na+] (sodium carbonate). The solvent is C(C)(=O)OCC (ethyl acetate), FC(C(=O)O)(F)F (trifluoroacetic acid). Conditions: temperature 90 celsius, time 30 minute. The product is ClC1=CC=C2C(C(NC2=C1)=O)C1=CC(=CC=C1)OC (rac-6-chloro-3-(3-methoxy-phenyl)-1,3-dihydro-indol-2-one). As a reaction SMILES: [Cl:1][C:2]1[CH:10]=[C:9]2[C:5]([C:6](O)([C:12]3[CH:17]=[CH:16][CH:15]=[C:14]([O:18][CH3:19])[CH:13]=3)[C:7](=[O:11])[NH:8]2)=[CH:4][CH:3]=1.C([SiH](CC)CC)C.C(=O)([O-])[O-].[Na+].[Na+]>FC(F)(F)C(O)=O.C(OCC)(=O)C>[Cl:1][C:2]1[CH:10]=[C:9]2[C:5]([CH:6]([C:12]3[CH:17]=[CH:16][CH:15]=[C:14]([O:18][CH3:19])[CH:13]=3)[C:7](=[O:11])[NH:8]2)=[CH:4][CH:3]=1 |f:2.3.4|. Procedure details: Crude rac-6-chloro-3-hydroxy-3-(3-methoxy-phenyl)-1,3-dihydro-indol-2-one (from Example 6a supra) was suspended in a mixture of triethylsilane (5 mL, 31.3 mmol) (Aldrich) and trifluoroacetic acid (12.5 mL) and heated in an 90° C. oil bath for 17 hours. After cooling to room temperature, mixture was diluted with ethyl acetate (100 mL) and treated with solid sodium carbonate (10.5 g). After stirring for 30 minutes, mixture was extracted with water (2×100 mL) and brine (100 mL). Aqueous layers were... Starting materials: S([O-])(O)(=O)=O.C1(=CC=CC=C1)C1=[O+]C(=CC(=C1)C1=CC=CC=C1)C1=CC=CC=C1 (2,4,6-triphenylpyrylium bisulfate), NC1=CC=CC=C1 (aniline), C(C)O (ethanol), C(CCCCCCCCC)C1=CC=C(N)C=C1 (p-decylaniline). The solvent is C(C)#N (acetonitrile). Product: S([O-])(O)(=O)=O.C(CCCCCCCCC)C1=CC=C(C=C1)[N+]1=C(C=C(C=C1C)C)C (N-(p-decylphenyl)-2,4,6-trimethylpyridinium bisulfate). Reaction SMILES: [S:1](=[O:5])(=[O:4])([OH:3])[O-:2].[C:6]1([C:12]2[CH:17]=[C:16](C3C=CC=CC=3)C=C(C3C=CC=CC=3)[O+]=2)[CH:11]=C[CH:9]=[CH:8][CH:7]=1.C(O)C.[CH2:33]([C:43]1[CH:49]=[CH:48][C:46]([NH2:47])=[CH:45][CH:44]=1)[CH2:34][CH2:35][CH2:36][CH2:37][CH2:38][CH2:39][CH2:40][CH2:41][CH3:42].NC1C=CC=CC=1>C(#N)C>[S:1](=[O:3])(=[O:2])([OH:5])[O-:4].[CH2:33]([C:43]1[CH:44]=[CH:45][C:46]([N+:47]2[C:17]([CH3:16])=[CH:12][C:6]([CH3:11])=[CH:7][C:8]=2[CH3:9])=[CH:48][CH:49]=1)[CH2:34][CH2:35][CH2:36][CH2:37][CH2:38][CH2:39][CH2:40][CH2:41][CH3:42] |f:0.1,6.7|. Reported procedure: In a 500-ml round-bottom flask is placed 2.03 g (0.005 mole) of 2,4,6-triphenylpyrylium bisulfate. To this is added 150 ml of ethanol followed by 2.34 g (0.01 mole) of p-decylaniline. This mixture is refluxed for about 8 hours and allowed to cool. A quantity of the starting aniline precipitates and is removed by filtration. The ethanol is then removed to give a yellow waxy material which is washed with ether to give a white powder. This material is then dissolved in acetonitrile to cause the rem...